Dataset: the Open Reaction Database (ORD), a public repository of structured organic reaction records. Task: describe an organic reaction: reactants, conditions, products, and yield Reactants: NC(=S)N (Thiourea), ice, BrN1C(CCC1=O)=O (N-bromosuccinimide), O1CCC=C1 (2,3-dihydrofuran). The solvent is O (water). Conditions: temperature 0 celsius, time 1 hour. The product is NC=1SC(=CN1)CCO (2-amino-5-thiazoleethanol). As a reaction SMILES: Br[N:2]1[C:6](=O)[CH2:5][CH2:4][C:3]1=[O:8].O1C=CCC1.[NH2:14][C:15](N)=[S:16]>O>[NH2:14][C:15]1[S:16][C:5]([CH2:4][CH2:3][OH:8])=[CH:6][N:2]=1. Procedure details: To an ice cold suspension of 118.2 g of N-bromosuccinimide in 750 ml of water under a nitrogen atmosphere is added dropwise 75 ml of 2,3-dihydrofuran. The resulting solution is stirred at 0° C. for one hour. Thiourea, 50.5 g, is added and the solution refluxed under a nitrogen atmosphere overnight. The acidic solution is continuously extracted with ethyl acetate for 24 hours The ethyl acetate extract contains mostly succinimide. The aqueous phase is basified with concentrated ammonium hydroxide ... Starting materials: Cl.N1CCCCC1 (Piperidine hydrochloride), C([O-])([O-])=O.[K+].[K+] (potassium carbonate), C12C(CCCC1)O2 (cyclohexene oxide). Solvent: O (water). Reaction conditions: temperature 90 celsius. Product: OC1C(CCCC1)N1CCCCC1 (1-(2-Hydroxycyclohexyl)piperidine). The yield is 102.3%. RXN SMILES: Cl.[NH:2]1[CH2:7][CH2:6][CH2:5][CH2:4][CH2:3]1.C(=O)([O-])[O-].[K+].[K+].[CH:14]12[O:20][CH:15]1[CH2:16][CH2:17][CH2:18][CH2:19]2>O>[OH:20][CH:15]1[CH2:16][CH2:17][CH2:18][CH2:19][CH:14]1[N:2]1[CH2:7][CH2:6][CH2:5][CH2:4][CH2:3]1 |f:0.1,2.3.4|. Reported procedure: Piperidine hydrochloride (3.648 g, 30 mmol) was stirred in a mixture of 4.0 mL of water and 4.146 g of ground potassium carbonate. This mixture was heated to 90° C. and cyclohexene oxide (1.01 mL, 10 mmol) was added. The resulting mixture was heated at 100° C. for 18 hours. The reaction was cooled then filtered to remove carbonate salts. The filter cake was washed with 25 mL of diethyl ether and 50 mL of ethyl acetate. The filtrate and washings were combined and washed with brine (2×20 mL), drie... Starting materials: COC(CC1=CCCC1)=O (cyclopentenylacetic acid methyl ester), C(C)(=O)[O-].[Na+] (sodium acetate), solution, C(C)(=O)OO (peracetic acid). The yield is 424.1%. The product is COC(CC1CC2C(C1)O2)=O (3,4-epoxycyclopentylacetic acid methyl ester). As a reaction SMILES: [CH3:1][O:2][C:3](=[O:10])[CH2:4][C:5]1[CH2:9][CH2:8][CH2:7][CH:6]=1.C([O-])(=[O:13])C.[Na+].C(OO)(=O)C>C(Cl)(Cl)Cl.C(O)(=O)C>[CH3:1][O:2][C:3](=[O:10])[CH2:4][CH:5]1[CH2:9][CH:8]2[O:13][CH:7]2[CH2:6]1 |f:1.2|. Reported procedure: 43.46 g (0.31 mol) of cyclopentenylacetic acid methyl ester are dissolved in 80 ml of chloroform. After the addition of 4 g of sodium acetate, 82.51 g of a 40% solution of peracetic acid in acetic acid are added dropwise thereto, with stirring, the temperature being maintained at about 35° C. The reaction mixture is then stirred for a further 5 hours at 35° C. The reaction mixture is extracted with 5% sodium hydrogen carbonate solution and then twice with water. The organic phase is then separat... Reaction conditions: temperature 35 celsius. The solvent is C(Cl)(Cl)Cl (chloroform), C(C)(=O)O (acetic acid). The reactants are Brc1cccc(Br)c1, CC(C)(C)[O-], Cc1ccccc1, ClCCl, [Na+], O=C(C=Cc1ccccc1)C=Cc1ccccc1, O=C(C=Cc1ccccc1)C=Cc1ccccc1, O=C(C=Cc1ccccc1)C=Cc1ccccc1, [Pd], [Pd], O=S1(=O)CCNCC1. The product is O=S1(=O)CCN(c2cccc(Br)c2)CC1. Reaction SMILES: [Br:1][c:2]1[cH:3][cH:4][cH:5][c:6]([Br:7])[cH:8]1.[CH3:17][C:18]([CH3:19])([O-:20])[CH3:21].[CH3:23][c:24]1[cH:25][cH:26][cH:27][cH:28][cH:29]1.[Cl:30][CH2:31][Cl:32].[Na+:22].[O:35]=[C:36]([CH:37]=[CH:38][c:39]1[cH:40][cH:41][cH:42][cH:43][cH:44]1)[CH:45]=[CH:46][c:47]1[cH:48][cH:49][cH:50][cH:51][cH:52]1.[O:53]=[C:54]([CH:55]=[CH:56][c:57]1[cH:58][cH:59][cH:60][cH:61][cH:62]1)[CH:63]=[CH:64][c:65]1[cH:66][cH:67][cH:68][cH:69][cH:70]1.[O:71]=[C:72]([CH:73]=[CH:74][c:75]1[cH:76][cH:77][cH:78][cH:79][cH:80]1)[CH:81]=[CH:82][c:83]1[cH:84][cH:85][cH:86][cH:87][cH:88]1.[Pd:33].[Pd:34].[S:9]1(=[O:15])(=[O:16])[CH2:10][CH2:11][NH:12][CH2:13][CH2:14]1>>[c:2]1([N:12]2[CH2:11][CH2:10][S:9](=[O:15])(=[O:16])[CH2:14][CH2:13]2)[cH:3][cH:4][cH:5][c:6]([Br:7])[cH:8]1. Starting materials: C=CC(=O)OC, CC(C)C(N)C(=O)OC(C)(C)C, CO. Yields the product COC(=O)CCNC(C(=O)OC(C)(C)C)C(C)C. Reaction SMILES: [C:13]([CH:14]=[CH2:15])(=[O:16])[O:17][CH3:18].[C:1]([CH3:2])([CH3:3])([CH3:4])[O:5][C:6]([CH:7]([NH2:8])[CH:9]([CH3:10])[CH3:11])=[O:12].[CH3:19][OH:20]>>[C:1]([CH3:2])([CH3:3])([CH3:4])[O:5][C:6]([CH:7]([NH:8][CH2:15][CH2:14][C:13](=[O:16])[O:17][CH3:18])[CH:9]([CH3:10])[CH3:11])=[O:12]. Starting materials: O1CCCC1 (tetrahydrofuran), COP(=O)(OC)CC(=O)OC(C)(C)C (tert-butyl dimethylphosphonoacetate), O1CCCC1 (tetrahydrofuran), [H-].[Na+] (sodium hydride), O1CCCC1 (tetrahydrofuran), CC12CC=CC2C(C1)=O (1-methylbicyclo[3.2.0]hept-3-en-6-one). Run in O (water). Reaction conditions: temperature 0 celsius, time 15 minute. Product: C[C@]12CC=C[C@H]2C(C1)=CC(=O)OC(C)(C)C (Tert-butyl(±)-[(1S,5R)-1-methylbicyclo[3.2.0]hept-3-en-6-ylidene]acetate). As a reaction SMILES: O1CCCC1.COP([CH2:12][C:13]([O:15][C:16]([CH3:19])([CH3:18])[CH3:17])=[O:14])(OC)=O.[H-].[Na+].[CH3:22][C:23]12[CH2:29][C:28](=O)[CH:27]1[CH:26]=[CH:25][CH2:24]2>O>[CH3:22][C@:23]12[CH2:29][C:28](=[CH:12][C:13]([O:15][C:16]([CH3:19])([CH3:18])[CH3:17])=[O:14])[C@@H:27]1[CH:26]=[CH:25][CH2:24]2 |f:2.3|. Procedure details: A tetrahydrofuran (15 mL) solution of tert-butyl dimethylphosphonoacetate (3.29 g, 14.7 mmol) was added dropwise at 0° C. over 5 minutes to a tetrahydrofuran (15 mL) suspension of sodium hydride (0.59 g, 63%, 15.5 mmol), and the mixture was stirred at 0° C. for 15 minutes. To this solution, a tetrahydrofuran (15 mL) solution of 1-methylbicyclo[3.2.0]hept-3-en-6-one (1.60 g, 13.1 mmol) was added dropwise at 0° C. over 10 minutes, and the mixture was stirred at room temperature for 4 hours. The mi... Starting materials: ClC1=CC2=C(C=N1)C(=NN2C2OCCCC2)C=2C=NN(C2)C (6-chloro-3-(1-methyl-1H-pyrazol-4-yl)-1-(tetrahydro-2H-pyran-2-yl)-1H-pyrazolo[4,3-c]pyridine), COC=1C=C(C=C(C1)OC)B1OC(C(O1)(C)C)(C)C (2-(3,5-dimethoxyphenyl)-4,4,5,5-tetramethyl-1,3,2-dioxaborolane), ClCCl (dichloromethane), P(=O)([O-])([O-])[O-].[K+].[K+].[K+] (potassium phosphate). Solvent: O1CCOCC1 (1,4-dioxane), O (water). Conditions: temperature 90 celsius, time 2 hour. The product is COC=1C=C(C=C(C1)OC)C1=CC2=C(C=N1)C(=NN2C2OCCCC2)C=2C=NN(C2)C (6-(3,5-dimethoxyphenyl)-3-(1-methyl-1H-pyrazol-4-yl)-1-(tetrahydro-2H-pyran-2-yl)-1H-pyrazolo[4,3-c]pyridine). The yield is 95.4%. Reaction SMILES: Cl[C:2]1[N:7]=[CH:6][C:5]2[C:8]([C:17]3[CH:18]=[N:19][N:20]([CH3:22])[CH:21]=3)=[N:9][N:10]([CH:11]3[CH2:16][CH2:15][CH2:14][CH2:13][O:12]3)[C:4]=2[CH:3]=1.[CH3:23][O:24][C:25]1[CH:26]=[C:27](B2OC(C)(C)C(C)(C)O2)[CH:28]=[C:29]([O:31][CH3:32])[CH:30]=1.ClCCl.P([O-])([O-])([O-])=O.[K+].[K+].[K+]>O1CCOCC1.O>[CH3:23][O:24][C:25]1[CH:26]=[C:27]([C:2]2[N:7]=[CH:6][C:5]3[C:8]([C:17]4[CH:18]=[N:19][N:20]([CH3:22])[CH:21]=4)=[N:9][N:10]([CH:11]4[CH2:16][CH2:15][CH2:14][CH2:13][O:12]4)[C:4]=3[CH:3]=2)[CH:28]=[C:29]([O:31][CH3:32])[CH:30]=1 |f:3.4.5.6|. Procedure details: A mixture of 6-chloro-3-(1-methyl-1H-pyrazol-4-yl)-1-(tetrahydro-2H-pyran-2-yl)-1H-pyrazolo[4,3-c]pyridine (0.06 g, 0.2 mmol), 2-(3,5-dimethoxyphenyl)-4,4,5,5-tetramethyl-1,3,2-dioxaborolane (0.060 g, 0.23 mmol), [1,1′-bis(diphenylphosphino)ferrocene]-dichloropalladium(II) complex with dichloromethane (1:1) (10 mg, 0.02 mmol), and potassium phosphate (80. mg, 0.38 mmol) in 1,4-dioxane (0.5 mL) and water (0.07 mL) in a reaction vial was degassed and sealed. The mixture was stirred at 90° C. for 2... Starting materials: C(C)OC(=O)C=1C(=NNC1C1CC1)CN1C(C2=CC=CC=C2C1=O)=O (5-cyclopropyl-3-(1,3-dioxo-1,3-dihydro-isoindol-2-ylmethyl)-1H-pyrazole-4-carboxylic acid ethyl ester), FC(OC=1C=C(C=CC1)B(O)O)(F)F (3-(trifluoromethoxy)benzeneboronic acid). Product: C(C)OC(=O)C=1C(=NN(C1C1CC1)C1=CC(=CC=C1)OC(F)(F)F)CN1C(C2=CC=CC=C2C1=O)=O (5-Cyclopropyl-3-(1,3-dioxo-1,3-dihydro-isoindol-2-ylmethyl)-1-(3-trifluoromethoxy-phenyl)-1H-pyrazole-4-carboxylic acid ethyl ester). Yield: 54.0%. RXN SMILES: [CH2:1]([O:3][C:4]([C:6]1[C:7]([CH2:14][N:15]2[C:23](=[O:24])[C:22]3[C:17](=[CH:18][CH:19]=[CH:20][CH:21]=3)[C:16]2=[O:25])=[N:8][NH:9][C:10]=1[CH:11]1[CH2:13][CH2:12]1)=[O:5])[CH3:2].[F:26][C:27]([F:39])([F:38])[O:28][C:29]1[CH:30]=[C:31](B(O)O)[CH:32]=[CH:33][CH:34]=1>>[CH2:1]([O:3][C:4]([C:6]1[C:7]([CH2:14][N:15]2[C:16](=[O:25])[C:17]3[C:22](=[CH:21][CH:20]=[CH:19][CH:18]=3)[C:23]2=[O:24])=[N:8][N:9]([C:31]2[CH:32]=[CH:33][CH:34]=[C:29]([O:28][C:27]([F:26])([F:38])[F:39])[CH:30]=2)[C:10]=1[CH:11]1[CH2:13][CH2:12]1)=[O:5])[CH3:2]. Procedure details: In analogy to the procedure described in Example 160C], 5-cyclopropyl-3-(1,3-dioxo-1,3-dihydro-isoindol-2-ylmethyl)-1H-pyrazole-4-carboxylic acid ethyl ester and 3-(trifluoromethoxy)benzeneboronic acid gave the title compound as a white solid (54%). MS: 500.0 (MH+). Procedure details: Ethyl-3-iodobenzoate (25.4 g, 92.0 mmol) was dissolved in THF (60 mL) and cooled to 0° C. followed by the addition of KOt-Bu (20.6 g, 184 mmol). The mixture was stirred for 15 minutes followed by the addition of ethyl acetate (8.91 g, 101 mmol). The mixture was warmed to ambient temperature, stirred for 2 hours, diluted with aqueous HCl (10%, 200 mL) and extracted with ethyl acetate (2×150 mL). The combined organic layers were dried (Na2SO4), filtered and concentrated in vacuo to provide the tit... Conditions: temperature 0 celsius, time 15 minute. The product is IC=1C=C(C=CC1)C(CC(=O)OCC)=O (ethyl 3-(3-iodophenyl)-3-oxopropanoate). Reaction SMILES: C(O[C:4](=[O:12])[C:5]1[CH:10]=[CH:9][CH:8]=[C:7]([I:11])[CH:6]=1)C.CC([O-])(C)C.[K+].[C:19]([O:22][CH2:23][CH3:24])(=[O:21])[CH3:20]>C1COCC1.Cl>[I:11][C:7]1[CH:6]=[C:5]([C:4](=[O:12])[CH2:20][C:19]([O:22][CH2:23][CH3:24])=[O:21])[CH:10]=[CH:9][CH:8]=1 |f:1.2|. Starting materials: CC(C)(C)[O-].[K+] (KOt-Bu), C(C)OC(C1=CC(=CC=C1)I)=O (Ethyl-3-iodobenzoate), C(C)(=O)OCC (ethyl acetate). The solvent is Cl (HCl), C1CCOC1 (THF). The yield is 100.1%.